Dataset: the Open Reaction Database (ORD), a public repository of structured organic reaction records. Task: describe an organic reaction: reactants, conditions, products, and yield Reactants: C1CCOC1, [Li]CCCC, CC(C)OB1OC(C)(C)C(C)(C)O1, CC(c1ccccc1Cl)N1CCNC(=O)c2sccc21, Cl. The product is CC(c1ccccc1Cl)N1CCNC(=O)c2sc(B3OC(C)(C)C(C)(C)O3)cc21. RXN SMILES: [CH2:40]1[O:41][CH2:42][CH2:43][CH2:44]1.[CH3:1][CH2:2][CH2:3][CH2:4][Li:5].[CH:26]([O:27][B:30]1[O:31][C:32]([CH3:37])([CH3:38])[C:33]([CH3:35])([CH3:36])[O:34]1)([CH3:28])[CH3:29].[Cl:6][c:7]1[c:8]([CH:13]([CH3:14])[N:15]2[CH2:16][CH2:17][NH:18][C:19](=[O:25])[c:20]3[c:21]2[cH:22][cH:23][s:24]3)[cH:9][cH:10][cH:11][cH:12]1.[ClH:39]>>[Cl:6][c:7]1[c:8]([CH:13]([CH3:14])[N:15]2[CH2:16][CH2:17][NH:18][C:19](=[O:25])[c:20]3[c:21]2[cH:22][c:23]([B:30]2[O:31][C:32]([CH3:37])([CH3:38])[C:33]([CH3:35])([CH3:36])[O:34]2)[s:24]3)[cH:9][cH:10][cH:11][cH:12]1. Reactants: N(=[N+]=[N-])[C@H]1C[C@@H](O[C@@H]1CO)N1C(=O)NC(=O)C(C)=C1 (3'-Azido-3'-deoxythymidine), COC(N(C)C)OC (N,N-dimethylformamide dimethylacetal). Run in C(Cl)(Cl)Cl (CHCl3). Yields the product CN1C(N([C@H]2C[C@@H]([C@@H](CO)O2)N=[N+]=[N-])C=C(C1=O)C)=O (3-N-Methyl-3'-azido-3'-deoxythymidine). Reaction SMILES: [N:1]([C@@H:4]1[C@@H:8]([CH2:9][OH:10])[O:7][C@@H:6]([N:11]2[CH:19]=[C:17]([CH3:18])[C:15](=[O:16])[NH:14][C:12]2=[O:13])[CH2:5]1)=[N+:2]=[N-:3].[CH3:20]OC(OC)N(C)C>C(Cl)(Cl)Cl>[CH3:20][N:14]1[C:15](=[O:16])[C:17]([CH3:18])=[CH:19][N:11]([C@@H:6]2[O:7][C@H:8]([CH2:9][OH:10])[C@@H:4]([N:1]=[N+:2]=[N-:3])[CH2:5]2)[C:12]1=[O:13]. Procedure: 3'-Azido-3'-deoxythymidine (0.5 g; 1.9 mMol) and N,N-dimethylformamide dimethylacetal (Zemlicka, Coll. Czech. Chem. Comm. 35, 3572 (1972)) (0.9 mL; 7.5 mMol) were refluxed in 20 mL CHCl3 for 48 hours. The solvent was removed in vacuo and the material placed on a silica solumn. Elution with EtOAc/CHCl3 (1:1 v/v) resulted in pure material as a viscous oil: 0.26 g (0.9 mMol, 47%). Reactants: O=C1NCCCC1Br, CN(C)C=O, [N-]=[N+]=[N-], [Na+], O. The product is [N-]=[N+]=NC1CCCNC1=O. RXN SMILES: [Br:1][CH:2]1[C:3](=[O:8])[NH:4][CH2:5][CH2:6][CH2:7]1.[CH3:14][N:15]([CH3:16])[CH:17]=[O:18].[N-:10]=[N+:11]=[N-:12].[Na+:9].[OH2:13]>>[CH:2]1([N:10]=[N+:11]=[N-:12])[C:3](=[O:8])[NH:4][CH2:5][CH2:6][CH2:7]1. Starting materials: C1(=CC=CC=C1)SCC(=O)OC1CCCCC1 (cyclohexyl (phenylthio)acetate), CN(C(C(=S)OCC)=CC=C(C(=O)OCC)C1=CC=CC=C1)C (diethyl 2-dimethylamino-5-phenylthio-2,4-hexadienedioate), C(CCC)[Li] (n-butyllithium), F[B-](F)(F)F.CN(C(=CC=[N+](C)C)C(=O)OCC)C (N-(3-dimethylamino-3-ethoxycarbonylpropenylidene)-N-methylmethanaminium tetrafluoroborate), solution. The solvent is O1CCCC1 (tetrahydrofuran), CCCCCC (hexane). The product is CN(C(C(=S)OCC)=CC=C(C(=O)OC1CCCCC1)C1=CC=CC=C1)C (1-ethyl 6-cyclohexyl 2-dimethylamino-5-phenylthio-2,4-hexadienedioate). As a reaction SMILES: [CH3:1][N:2]([CH3:23])[C:3](=[CH:9][CH:10]=[C:11]([C:17]1[CH:22]=[CH:21][CH:20]=[CH:19][CH:18]=1)[C:12]([O:14][CH2:15][CH3:16])=[O:13])[C:4]([O:6][CH2:7][CH3:8])=[S:5].F[B-](F)(F)F.CN(C)[C:31]([C:37](OCC)=O)=[CH:32][CH:33]=[N+](C)C.C([Li])CCC.C1(SCC(OC2CCCCC2)=O)C=CC=CC=1>CCCCCC.O1CCCC1>[CH3:23][N:2]([CH3:1])[C:3](=[CH:9][CH:10]=[C:11]([C:17]1[CH:18]=[CH:19][CH:20]=[CH:21][CH:22]=1)[C:12]([O:14][CH:15]1[CH2:33][CH2:32][CH2:31][CH2:37][CH2:16]1)=[O:13])[C:4]([O:6][CH2:7][CH3:8])=[S:5] |f:1.2|. Procedure details: The procedure is as in Example 2 for the preparation of diethyl 2-dimethylamino-5-phenylthio-2,4-hexadienedioate, starting with N-(3-dimethylamino-3-ethoxycarbonylpropenylidene)-N-methylmethanaminium tetrafluoroborate (13.7 g), a 1.6M solution (33.1 cc) of n-butyllithium in hexane and cyclohexyl (phenylthio)acetate (12 g) in tetrahydrofuran (150 cc). After purification by chromatography on a silica column with a mixture of cyclohexane and ethyl acetae (80:20 by volume) as eluent, 1-ethyl 6-cyclo... The reactants are CC(C)(C)OC(=O)NC1CCN(CCNC(=O)OCc2ccccc2)CC1, CCO. Yields the product CC(C)(C)OC(=O)NC1CCN(CCN)CC1. As a reaction SMILES: [C:1]([CH3:2])([CH3:3])([CH3:4])[O:5][C:6](=[O:7])[NH:8][CH:9]1[CH2:10][CH2:11][N:12]([CH2:15][CH2:16][NH:17][C:18](=[O:19])[O:20][CH2:21][c:22]2[cH:23][cH:24][cH:25][cH:26][cH:27]2)[CH2:13][CH2:14]1.[CH3:28][CH2:29][OH:30]>>[C:1]([CH3:2])([CH3:3])([CH3:4])[O:5][C:6](=[O:7])[NH:8][CH:9]1[CH2:10][CH2:11][N:12]([CH2:15][CH2:16][NH2:17])[CH2:13][CH2:14]1. The reactants are ClCCC1CN=C(S1)C=1NC2=C(C=CC=C2C1)N(S(=O)(=O)C=1SC=CC1)C (N-{2-[5-(2-chloroethyl)-4,5-dihydro-1,3-thiazol-2-yl]-1H-indol-7-yl}-N-methylthiophene-2-sulfonamide), C([O-])([O-])=O.[K+].[K+] (potassium carbonate), SCC(=O)OCC (ethyl mercaptoacetate), C([O-])([O-])=O.[K+].[K+] (Potassium carbonate). Solvent: CN(C=O)C (N,N-dimethylformamide), C(C)(=O)OCC (ethyl acetate). Reaction conditions: temperature 50 celsius, time 8 hour. The product is CN(C=1C=CC=C2C=C(NC12)C=1SC(CN1)CCSCC(=O)OCC)S(=O)(=O)C=1SC=CC1 (ethyl {[2-(2-{7-[methyl(2-thienylsulfonyl)amino]-1H-indol-2-yl}-4,5-dihydro-1,3-thiazol-5-yl)ethyl]thio}acetate). The yield is 50.0%. As a reaction SMILES: Cl[CH2:2][CH2:3][CH:4]1[S:8][C:7]([C:9]2[NH:10][C:11]3[C:16]([CH:17]=2)=[CH:15][CH:14]=[CH:13][C:12]=3[N:18]([CH3:27])[S:19]([C:22]2[S:23][CH:24]=[CH:25][CH:26]=2)(=[O:21])=[O:20])=[N:6][CH2:5]1.C(=O)([O-])[O-].[K+].[K+].[SH:34][CH2:35][C:36]([O:38][CH2:39][CH3:40])=[O:37]>CN(C)C=O.C(OCC)(=O)C>[CH3:27][N:18]([S:19]([C:22]1[S:23][CH:24]=[CH:25][CH:26]=1)(=[O:21])=[O:20])[C:12]1[CH:13]=[CH:14][CH:15]=[C:16]2[C:11]=1[NH:10][C:9]([C:7]1[S:8][CH:4]([CH2:3][CH2:2][S:34][CH2:35][C:36]([O:38][CH2:39][CH3:40])=[O:37])[CH2:5][N:6]=1)=[CH:17]2 |f:1.2.3|. Procedure: To a solution of N-{2-[5-(2-chloroethyl)-4,5-dihydro-1,3-thiazol-2-yl]-1H-indol-7-yl}-N-methylthiophene-2-sulfonamide (100 mg) in N,N-dimethylformamide (3 mL) were added potassium carbonate (65 mg) and ethyl mercaptoacetate (50 μL), and the mixture was stirred overnight at 50° C. Potassium carbonate (20 mg) was added to the reaction mixture, and the mixture was stirred at 50° C. for 3 hr, and cooled to room temperature. The reaction mixture was diluted with ethyl acetate, washed with water and s... Starting materials: CC(C)(C)O, CN, Clc1ccc2ncccc2c1. Yields the product CNc1ccc2ncccc2c1. Reaction SMILES: [C:14]([OH:15])([CH3:16])([CH3:17])[CH3:18].[CH3:12][NH2:13].[Cl:1][c:2]1[cH:3][c:4]2[cH:5][cH:6][cH:7][n:8][c:9]2[cH:10][cH:11]1>>[c:2]1([NH:13][CH3:12])[cH:3][c:4]2[cH:5][cH:6][cH:7][n:8][c:9]2[cH:10][cH:11]1. Reactants: CO, CCCCC(F)(C(=O)Cl)C(F)(F)F. Yields the product CCCCC(F)(C(=O)OC)C(F)(F)F. Reaction SMILES: [CH3:14][OH:15].[F:1][C:2]([C:3](=[O:4])[Cl:5])([CH2:6][CH2:7][CH2:8][CH3:9])[C:10]([F:11])([F:12])[F:13]>>[F:1][C:2]([C:3](=[O:4])[O:15][CH3:14])([CH2:6][CH2:7][CH2:8][CH3:9])[C:10]([F:11])([F:12])[F:13]. The reactants are CC(C)(C)S(N)=O, C1CCOC1, CCOC(C)=O, CC[O-], CC[O-], CC[O-], CC[O-], CC(C)(C)OC(=O)N1CCCCC1C=O, [Ti+4]. The product is CC(C)(C)OC(=O)N1CCCCC1C=NS(=O)C(C)(C)C. As a reaction SMILES: [C:1]([CH3:2])([CH3:3])([CH3:4])[S:5](=[O:6])[NH2:7].[CH2:29]1[O:30][CH2:31][CH2:32][CH2:33]1.[CH3:23][CH2:24][O:25][C:26](=[O:27])[CH3:28].[CH3:34][CH2:35][O-:36].[CH3:38][CH2:39][O-:40].[CH3:41][CH2:42][O-:43].[CH3:44][CH2:45][O-:46].[CH:8](=[O:9])[CH:10]1[N:11]([C:16](=[O:17])[O:18][C:19]([CH3:20])([CH3:21])[CH3:22])[CH2:12][CH2:13][CH2:14][CH2:15]1.[Ti+4:37]>>[C:1]([CH3:2])([CH3:3])([CH3:4])[S:5](=[O:6])[N:7]=[CH:8][CH:10]1[N:11]([C:16](=[O:17])[O:18][C:19]([CH3:20])([CH3:21])[CH3:22])[CH2:12][CH2:13][CH2:14][CH2:15]1.